Task: describe an organic reaction: reactants, conditions, products, and yield. Dataset: the Open Reaction Database (ORD), a public repository of structured organic reaction records As a reaction SMILES: [CH2:1]([C@H:3]1[CH2:8][C@H:7]2[C@H:9]3[C@H:18]([CH2:19][CH2:20][C@:5]2([CH3:6])[C@H:4]1[O:22][C:23](=[O:26])[CH2:24]Br)[C@@H:17]1[C:12](=[CH:13][C:14](=[O:21])[CH2:15][CH2:16]1)[CH2:11][CH2:10]3)[CH3:2].C(OCC)(=O)C.[CH3:33][CH:34]([CH2:38][CH3:39])[C:35]([OH:37])=[O:36]>CC(C)=O.[OH-].[Na+].O>[CH2:1]([C@H:3]1[CH2:8][C@H:7]2[C@H:9]3[C@H:18]([CH2:19][CH2:20][C@:5]2([CH3:6])[C@H:4]1[O:22][C:23](=[O:26])[CH2:24][O:37][C:35](=[O:36])[CH:34]([CH3:33])[CH2:38][CH3:39])[C@@H:17]1[C:12](=[CH:13][C:14](=[O:21])[CH2:15][CH2:16]1)[CH2:11][CH2:10]3)[CH3:2] |f:4.5|. The reactants are CC(C(=O)O)CC (2-methylbutyric acid), C(C)[C@@H]1[C@@H]([C@]2(C)[C@@H](C1)[C@@H]1CCC3=CC(CC[C@@H]3[C@H]1CC2)=O)OC(CBr)=O (16β-ethyl-17β-bromoacetoxy-4-estren-3-one), C(C)(=O)OCC (ethyl acetate). Run in CC(=O)C (acetone), [OH-].[Na+] (NaOH), O (water). Product: C(C)[C@@H]1[C@@H]([C@]2(C)[C@@H](C1)[C@@H]1CCC3=CC(CC[C@@H]3[C@H]1CC2)=O)OC(COC(C(CC)C)=O)=O (16β-Ethyl-17β-(2-methylbutyryl)oxyacetoxy-4-estren-3-one). Procedure: In 30 ml of acetone is dissolved 0.4 ml of 2-methylbutyric acid, and 2.0 ml of 2N-NaOH and 3 ml of water is added, followed by addition of 0.88 g of 16β-ethyl-17β-bromoacetoxy-4-estren-3-one. The mixture is refluxed for 6 hours and allowed to stand at room temperature (15°-25° C.) for 2 days, followed by addition of 150 ml of ethyl acetate. The organic layer is separated, washed with water and saturated aqueous sodium chloride solution and dried over anhydrous magnesium sulfate. The solvent is t... Run at time 1 hour. Solvent: C(Cl)(Cl)Cl (chloroform). RXN SMILES: [Cl:1][C:2]1[CH:3]=[C:4]([CH:8]=[CH:9][C:10]=1[Cl:11])[CH:5]=[N:6][OH:7].[Cl:12]Cl>C(Cl)(Cl)Cl>[Cl:1][C:2]1[CH:3]=[C:4]([CH:8]=[CH:9][C:10]=1[Cl:11])[C:5]([Cl:12])=[N:6][OH:7]. Reactants: ClC=1C=C(C=NO)C=CC1Cl (3,4-dichlorobenzaldoxime), ClCl (chlorine), ClCl (chlorine). Reported procedure: A cold solution of 18.9 g of 3,4-dichlorobenzaldoxime in 150 ml of chloroform was treated with chlorine gas until no more chlorine was absorbed. The green mixture was stirred for 1 hour at 5°, then heated under reflux for 30 minutes, when the solid went into solution and the clear green solution changed to yellow. The solution was evaporated under reduced pressure to give a white solid, m.p. 104°-106°, which was used without further purification. Yields the product ClC=1C=C(C(=NO)Cl)C=CC1Cl (3,4-dichlorobenzohydroximoyl chloride). Reactants: CO (methanol), [H-].C(C(C)C)[Al+]CC(C)C (diisobutylaluminium hydride), C1(=CC=CC=C1)C (toluene), C(C)OC(=O)C1=CC=C(C=C1)C1=CC=CC=2N1C=NC2 (5-(p-ethoxycarbonylphenyl)imidazo[1,5-a]pyridine). The solvent is C(Cl)Cl (methylene chloride). Reaction conditions: time 1 hour. Yields the product OCC1=CC=C(C=C1)C1=CC=CC=2N1C=NC2 (5-(p-Hydroxymethylphenyl)imidazo[1,5-a]pyridine). Reaction SMILES: C([O:3][C:4]([C:6]1[CH:11]=[CH:10][C:9]([C:12]2[N:17]3[CH:18]=[N:19][CH:20]=[C:16]3[CH:15]=[CH:14][CH:13]=2)=[CH:8][CH:7]=1)=O)C.[H-].C([Al+]CC(C)C)C(C)C.C1(C)C=CC=CC=1.CO>C(Cl)Cl>[OH:3][CH2:4][C:6]1[CH:7]=[CH:8][C:9]([C:12]2[N:17]3[CH:18]=[N:19][CH:20]=[C:16]3[CH:15]=[CH:14][CH:13]=2)=[CH:10][CH:11]=1 |f:1.2|. Reported procedure: 1 g of 5-(p-ethoxycarbonylphenyl)imidazo[1,5-a]pyridine is dissolved in 26 ml of methylene chloride at -78° under nitrogen, and then 6.6 ml of diisobutylaluminium hydride in toluene (11.4 mmole) is added dropwise. After stirring for 1 h, 1.5 ml of methanol is added, the cold bath is removed and 15 ml of water is added. The salts are filtered off, the organic phase is dried over sodium sulfate and evaporated to yield the title compound, m.p. 137°-138°.